The task is: describe an organic reaction: reactants, conditions, products, and yield. This data is from the Open Reaction Database (ORD), a public repository of structured organic reaction records. Reactants: CCOCC, COC(=O)c1c(N)cc(Cl)cc1Cl, CCOC(C)=O, CC(C(=O)O)c1ccc([N+](=O)[O-])cc1, O=S(Cl)Cl. Yields the product COC(=O)c1c(Cl)cc(Cl)cc1NC(=O)C(C)c1ccc([N+](=O)[O-])cc1. RXN SMILES: [CH2:38]([O:39][CH2:40][CH3:41])[CH3:42].[CH3:19][O:20][C:21]([c:22]1[c:23]([NH2:30])[cH:24][c:25]([Cl:29])[cH:26][c:27]1[Cl:28])=[O:31].[CH3:32][CH2:33][O:34][C:35](=[O:36])[CH3:37].[N+:1](=[O:2])([O-:3])[c:4]1[cH:5][cH:6][c:7]([CH:10]([C:11](=[O:12])[OH:13])[CH3:14])[cH:8][cH:9]1.[S:15]([Cl:16])([Cl:17])=[O:18]>>[N+:1](=[O:2])([O-:3])[c:4]1[cH:5][cH:6][c:7]([CH:10]([C:11](=[O:13])[NH:30][c:23]2[c:22]([C:21]([O:20][CH3:19])=[O:31])[c:27]([Cl:28])[cH:26][c:25]([Cl:29])[cH:24]2)[CH3:14])[cH:8][cH:9]1.